From a dataset of the Open Reaction Database (ORD), a public repository of structured organic reaction records. describe an organic reaction: reactants, conditions, products, and yield The reactants are C(C1=CC=CC=C1)OP(O)CCCCC1=CC=CC=C1 (4-phenylbutylphosphonous acid benzyl ester), [Mn](=O)(=O)(=O)[O-].[K+] (potassium permanganate), S([O-])(O)=O.[Na+] (sodium bisulphite), Cl (HCl). The solvent is CC(=O)C (acetone), O (water), O (water). Run at temperature 20 celsius, time 5 minute. Yields the product C(C1=CC=CC=C1)OP(O)(=O)CCCCC1=CC=CC=C1 (4-Phenylbutylphosphonic acid-mono-benzyl ester). RXN SMILES: [CH2:1]([O:8][P:9]([CH2:11][CH2:12][CH2:13][CH2:14][C:15]1[CH:20]=[CH:19][CH:18]=[CH:17][CH:16]=1)[OH:10])[C:2]1[CH:7]=[CH:6][CH:5]=[CH:4][CH:3]=1.[Mn]([O-])(=O)(=O)=[O:22].[K+].Cl.S(=O)(O)[O-].[Na+]>CC(C)=O.O>[CH2:1]([O:8][P:9]([CH2:11][CH2:12][CH2:13][CH2:14][C:15]1[CH:16]=[CH:17][CH:18]=[CH:19][CH:20]=1)(=[O:22])[OH:10])[C:2]1[CH:3]=[CH:4][CH:5]=[CH:6][CH:7]=1 |f:1.2,4.5|. Procedure details: To a solution of 4-phenylbutylphosphonous acid benzyl ester (1.0 gm, 0.0035 moles) in 10 ml acetone and 5 ml water was added a solution of potassium permanganate (0.16 gm, 0.0021 moles) in 5 ml water at 20° C. After the addition (2 minutes), the reaction mixture was stirred at 20° C. for 5 minutes and acidified to pH 1 using concentrated HCl acid. Saturated sodium bisulphite solution was added to the reaction mixture to get a cloudy white solution, which on extraction with ethyl acetate followed...